This data is from the Open Reaction Database (ORD), a public repository of structured organic reaction records. The task is: describe an organic reaction: reactants, conditions, products, and yield Starting materials: C1(CCCC1)OC=1C=C(CC(C(=O)OCC)(C(=O)OCC)CC(=O)C2=CC=C(C=C2)OC)C=CC1OC (diethyl α-(3-cyclopentyloxy-4-methoxybenzyl)-α-(4-methoxyphenacyl)malonate), C1COCCOCCOCCOCCOCCO1 (18-crown-6), solution, [OH-].[K+] (potassium hydroxide), Cl (hydrochloric acid). Run in C1=CC=CC=C1 (benzene), C(C)O (ethanol). Run at time 30 minute. The product is COC1=CC=C(C(CC(C(=O)OCC)C(=O)OCC)=O)C=C1 (Diethyl α-(4-methoxyphenacyl)malonate), crystals. The yield is 81.0%. RXN SMILES: C1(OC2C=C(C=CC=2OC)C[C:11]([CH2:22][C:23]([C:25]2[CH:30]=[CH:29][C:28]([O:31][CH3:32])=[CH:27][CH:26]=2)=[O:24])([C:17]([O:19][CH2:20][CH3:21])=[O:18])[C:12]([O:14][CH2:15][CH3:16])=[O:13])CCCC1.C1OCCOCCOCCOCCOCCOC1.[OH-].[K+].Cl>C1C=CC=CC=1.C(O)C>[CH3:32][O:31][C:28]1[CH:27]=[CH:26][C:25]([C:23](=[O:24])[CH2:22][CH:11]([C:17]([O:19][CH2:20][CH3:21])=[O:18])[C:12]([O:14][CH2:15][CH3:16])=[O:13])=[CH:30][CH:29]=1 |f:2.3|. Reported procedure: 2.43 g (4.7 mmol) of diethyl α-(3-cyclopentyloxy-4-methoxybenzyl)-α-(4-methoxyphenacyl)malonate [prepared as described in step (ii) above] and 1.26 g (4.7 mmol) of 18-crown-6 were dissolved in 50 ml of benzene, and 4.70 ml (4.7 mmol) of a 1.1M solution of potassium hydroxide in ethanol were added to the resulting solution. The mixture was then stirred for 30 minutes, after which the ethanol in the reaction mixture was removed by distillation under reduced pressure. The remaining reaction solutio... Reactants: BrC1=NC(=CN=C1)C (2-Bromo-6-methyl-pyrazine). Run in C(CN)N (ethylenediamine). Run at temperature 150 celsius. Product: CC1=CN=CC(=N1)NCCN (N-(6-Methylpyrazin-2-yl)ethane-1,2-diamine). RXN SMILES: Br[C:2]1[CH:7]=[N:6][CH:5]=[C:4]([CH3:8])[N:3]=1>C(N)CN>[CH3:8][C:4]1[N:3]=[C:2]([NH:3][CH2:2][CH2:7][NH2:6])[CH:7]=[N:6][CH:5]=1. Procedure: 2-Bromo-6-methyl-pyrazine (220 mg, 1.44 mmol) was dissolved in ethylenediamine (2 ml) and stirred under microwave heating for 30 minutes at 150° C. in a closed vial. The reaction mixture was concentrated under reduced pressure, toluene was added and the volatiles were removed under reduced pressure. The last step was repeated two times. The remaining solid was used directly in the next step.